Dataset: the Open Reaction Database (ORD), a public repository of structured organic reaction records. Task: describe an organic reaction: reactants, conditions, products, and yield The reactants are COB(C=1C=NC(=NC1)CCC)OC (dimethoxy-(2-propylpyrimidin-5-yl)-borane), OCC(CO)CCCCCCC (2-hydroxymethylnonan-1-ol). Solvent: CO (methanol). The product is C(CC)C1=NC=C(C=N1)B1OCC(CO1)CCCCCCC (2-(2-propylpyrimidin-5-yl)-5-heptyl-1,3,2-dioxaborinane). Reaction SMILES: [CH3:1][O:2][B:3]([O:13][CH3:14])[C:4]1[CH:5]=[N:6][C:7]([CH2:10][CH2:11][CH3:12])=[N:8][CH:9]=1.O[CH2:16][CH:17]([CH2:20][CH2:21][CH2:22][CH2:23][CH2:24][CH2:25]C)CO>CO>[CH2:10]([C:7]1[N:6]=[CH:5][C:4]([B:3]2[O:2][CH2:1][CH:16]([CH2:17][CH2:20][CH2:21][CH2:22][CH2:23][CH2:24][CH3:25])[CH2:14][O:13]2)=[CH:9][N:8]=1)[CH2:11][CH3:12]. Procedure details: 20 g of dimethoxy-(2-propylpyrimidin-5-yl)-borane (obtained from 2-propylpyrimidin-5-ylmagnesium chloride and trimethoxyborane) and 30 g of 2-hydroxymethylnonan-1-ol are heated at 100° for 12 hours, the methanol formed being removed continuously by distillation. When the reaction is complete, excess nonanol is removed under reduced pressure, and 2-(2-propylpyrimidin-5-yl)-5-heptyl-1,3,2-dioxaborinane is obtained. Starting materials: C1(CCCCCN1)=O (caprolactam), C(CCCCCCCCCCC)(=O)[O-].C(CCCCCCCCCCC)(=O)[O-].C(CCC)[Sn+2]CCCC (dibutyltin dilaurate), NCO. Reaction conditions: time 3 hour. The product is C(C(=C)C)(=O)OCCN=C=O (Isocyanatoethyl Methacrylate). As a reaction SMILES: [C:1]1(=[O:8])[NH:7][CH2:6][CH2:5]CCC1.[C:9]([O-:22])(=[O:21])[CH2:10][CH2:11]CCCCCCCCC.[C:23]([O-])(=O)CCCCCCCCCCC.C([Sn+2]CCCC)CCC>>[C:9]([O:22][CH2:5][CH2:6][N:7]=[C:1]=[O:8])(=[O:21])[C:10]([CH3:23])=[CH2:11] |f:1.2.3|. Reported procedure: 96.0 grams IEM was added to 77.0 grams (10% excess) caprolactam plus 0.17 grams dibutyltin dilaurate (DBTDL) under agitation at 75° C. over a period of 30 minutes, and held at 75° C. for a further 3 hours at which point the free NCO content had dropped to a trace by infrared spectroscopy. The product (IB) was a syrupy liquid. Reactants: C(C)(=O)C=1SC(=CC1)C (2-acetyl-5-methylthiophene), COC(N(C)C)OC (N,N-dimethylformamide dimethylacetal). The product is CN(C=CC(=O)C=1SC(=CC1)C)C (3-Dimethylamino-1-(5-methyl-2-thienyl)-2-propen-1-one). As a reaction SMILES: [C:1]([C:4]1[S:5][C:6]([CH3:9])=[CH:7][CH:8]=1)(=[O:3])[CH3:2].CO[CH:12](OC)[N:13]([CH3:15])[CH3:14]>>[CH3:12][N:13]([CH3:15])[CH:14]=[CH:2][C:1]([C:4]1[S:5][C:6]([CH3:9])=[CH:7][CH:8]=1)=[O:3]. Procedure: A mixture of 56.08 g of 2-acetyl-5-methylthiophene and 250 ml of N,N-dimethylformamide dimethylacetal was heated on a steam bath under an air condenser for 16 hours. The mixture was cooled in an ice bath and filtered giving 66.82 g of the desired compound, mp 118°-121° C. Reactants: BrC1=CC2=C(NC(=N2)C=CC2CCC(CC2)(F)F)C=C1 (5-bromo-2-[2-(4,4-difluoro-cyclohexyl)-vinyl]-1H-benzimidazole), FC1=C(C(=CC=C1)C(F)(F)F)B(O)O (2-fluoro-6-trifluoromethylphenyl boronic acid), C([O-])([O-])=O.[Na+].[Na+] (sodium carbonate), C(C)(=O)OCC (ethyl acetate). The reagents and catalysts are [Pd](Cl)Cl.C(C)(C)(C)C1=C([C-](C=C1)P)C(C)(C)C.[CH-]1C=CC=C1.[Fe+2] (di-t-butyl-phosphinoferrocene palladium chloride). Run in C(OC)COC (dimethoxyethane), O (water). Yields the product FC1(CCC(CC1)C=CC1=NC2=C(N1)C=CC(=C2)C2=C(C=CC=C2C(F)(F)F)F)F (2-[2-(4,4-difluoro-cyclohexyl)-vinyl]-5-(2-fluoro-6-trifluoromethyl-phenyl)-1H-benzimidazole). Reaction SMILES: Br[C:2]1[CH:20]=[CH:19][C:5]2[NH:6][C:7]([CH:9]=[CH:10][CH:11]3[CH2:16][CH2:15][C:14]([F:18])([F:17])[CH2:13][CH2:12]3)=[N:8][C:4]=2[CH:3]=1.[F:21][C:22]1[CH:27]=[CH:26][CH:25]=[C:24]([C:28]([F:31])([F:30])[F:29])[C:23]=1B(O)O.C(=O)([O-])[O-].[Na+].[Na+].C(OCC)(=O)C>C(COC)OC.[Pd](Cl)Cl.C(C1C=C[C-](P)C=1C(C)(C)C)(C)(C)C.[CH-]1C=CC=C1.[Fe+2].O>[F:17][C:14]1([F:18])[CH2:15][CH2:16][CH:11]([CH:10]=[CH:9][C:7]2[NH:6][C:5]3[CH:19]=[CH:20][C:2]([C:23]4[C:24]([C:28]([F:30])([F:31])[F:29])=[CH:25][CH:26]=[CH:27][C:22]=4[F:21])=[CH:3][C:4]=3[N:8]=2)[CH2:12][CH2:13]1 |f:2.3.4,7.8.9.10|. Procedure details: A solution of 5-bromo-2-[2-(4,4-difluoro-cyclohexyl)-vinyl]-1H-benzimidazole (0.030 g, 0.088 mmol, prepared as in STEP F above), 2-fluoro-6-trifluoromethylphenyl boronic acid (0.040 g, 0.19 mmol), 1,1-bis(di-t-butyl-phosphinoferrocene palladium chloride (0.012 g, 0.018 mmol) in dimethoxyethane (2 mL) and 2M sodium carbonate (1.0 mL, 2 mmol) was stirred at 95° C. for 18 h. The resulting solution was cooled to room temperature and poured into a solution of ethyl acetate and water (1:1, 50 mL). The... Starting materials: CC(=O)[O-], CO, [Cl-], CN1C(=O)CN=C(c2ccccc2F)c2cc([N+](=O)[O-])ccc21, N, [Na+], C1CCOC1, O, O, O, O, O. The product is CN1C(=O)CN=C(c2ccccc2F)c2cc(NO)ccc21. Reaction SMILES: [C:27]([O-:28])(=[O:29])[CH3:30].[CH3:36][OH:37].[Cl-:34].[F:1][c:2]1[c:3]([C:8]2=[N:9][CH2:10][C:11](=[O:23])[N:12]([CH3:22])[c:13]3[c:14]2[cH:15][c:16]([N+:19](=[O:20])[O-:21])[cH:17][cH:18]3)[cH:4][cH:5][cH:6][cH:7]1.[NH3:35].[Na+:31].[O:38]1[CH2:39][CH2:40][CH2:41][CH2:42]1.[OH2:24].[OH2:25].[OH2:26].[OH2:32].[OH2:33]>>[F:1][c:2]1[c:3]([C:8]2=[N:9][CH2:10][C:11](=[O:23])[N:12]([CH3:22])[c:13]3[c:14]2[cH:15][c:16]([NH:19][OH:20])[cH:17][cH:18]3)[cH:4][cH:5][cH:6][cH:7]1. Run at time 4 hour. Solvent: FC(C(=O)O)(F)F (trifluoroacetic acid). The product is C(C)OC(=O)[C@H](CC1=CC=C(C=C1)[N+](=O)[O-])N[C@@H](C)C(=O)O (N-[1(S)-ethoxycarbonyl-2-(4-nitrophenyl)ethyl]-(S)-alanine). The reactants are C(C)OC(=O)[C@H](CC1=CC=C(C=C1)[N+](=O)[O-])N[C@@H](C)C(=O)OC(C)(C)C (N-[1(S)-ethoxycarbonyl-2-(4-nitrophenyl)ethyl]-(S)-alanine, t-butyl ester). Procedure details: Add cold trifluoroacetic acid (600 ml) (ice bath) to N-[1(S)-ethoxycarbonyl-2-(4-nitrophenyl)ethyl]-(S)-alanine, t-butyl ester (25.5 g) and stir the resulting mixture at room temperature under a nitrogen atmosphere for 4 hours. Concentrate the solution in vacuo to give a viscous oil. Triturate the viscous oil with hexane (3 l) and then ether to yield N-[1(S)-ethoxycarbonyl-2-(4-nitrophenyl)ethyl]-(S)-alanine. Reaction SMILES: [CH2:1]([O:3][C:4]([C@@H:6]([NH:17][C@H:18]([C:20]([O:22]C(C)(C)C)=[O:21])[CH3:19])[CH2:7][C:8]1[CH:13]=[CH:12][C:11]([N+:14]([O-:16])=[O:15])=[CH:10][CH:9]=1)=[O:5])[CH3:2]>FC(F)(F)C(O)=O>[CH2:1]([O:3][C:4]([C@@H:6]([NH:17][C@H:18]([C:20]([OH:22])=[O:21])[CH3:19])[CH2:7][C:8]1[CH:9]=[CH:10][C:11]([N+:14]([O-:16])=[O:15])=[CH:12][CH:13]=1)=[O:5])[CH3:2].